From a dataset of the Open Reaction Database (ORD), a public repository of structured organic reaction records. describe an organic reaction: reactants, conditions, products, and yield The reactants are C(C=C)C1=CC=C2C=CC=NC2=C1O[Si](C)(C)C (7-allyl-8-trimethylsiloxyquinoline), CO[SiH](OC)OC (trimethoxysilane), [SiH4] (silane). Reagents/catalysts: [Pt] (platinum). Reaction conditions: temperature 40 celsius, time 3 day. Yields the product CO[Si](OC)(OC)CCCC1=CC=C2C=CC=NC2=C1O[Si](C)(C)C (7-trimethoxysilylpropyl-8-trimethylsiloxyquinoline). RXN SMILES: [CH2:1]([C:4]1[C:13]([O:14][Si:15]([CH3:18])([CH3:17])[CH3:16])=[C:12]2[C:7]([CH:8]=[CH:9][CH:10]=[N:11]2)=[CH:6][CH:5]=1)[CH:2]=[CH2:3].[CH3:19][O:20][SiH:21]([O:24][CH3:25])[O:22][CH3:23].[SiH4]>[Pt]>[CH3:19][O:20][Si:21]([CH2:3][CH2:2][CH2:1][C:4]1[C:13]([O:14][Si:15]([CH3:18])([CH3:17])[CH3:16])=[C:12]2[C:7]([CH:8]=[CH:9][CH:10]=[N:11]2)=[CH:6][CH:5]=1)([O:24][CH3:25])[O:22][CH3:23]. Reported procedure: To a one-ounce glass vial containing 6.7 gms (0.026 moles) of 7-allyl-8-trimethylsiloxyquinoline was added 6.34 gms (0.052 moles) of trimethoxysilane and a trace of platinum catalyst (H2PtCl6 4H2O). Some bubbling occurred. The reaction was warmed at 40° C. for 8 hours during which time the reaction was monitored by GLC. A GLC after 3 days at 40° C. showed a small amount of the starting silane and a large product peak corresponding to ##STR17## Analysis showed nd25 =1.525. Infra-red analysis show...